The task is: describe an organic reaction: reactants, conditions, products, and yield. This data is from the Open Reaction Database (ORD), a public repository of structured organic reaction records. Procedure details: The title product of example 22 (1.09 g, 2.7 mmol) was slurried in ethanol (10 mL) and a solution of 1.4 g NaOH in water (14 mL) was added. The mixture was refluxed 3 hours; then the ethanol was removed with a stream of nitrogen. The aqueous residue was extracted with methylene chloride. The organic phase was washed with brine, dried over calcium sulfate, and concentrated to leave 0.39 g (48%) of the title product. A sample was recrystallized from acetonitrile for analysis: mp 194°-195° C. Analy... Isolated yield 48.1%. The reactants are C(C1=CC=CC=C1)(=O)NC(=S)NC1=CC=C2C=CC=C(C2=C1)N1CCN(CC1)C (7-(Benzoylaminothiocarbonylamino)-1-(4-methyl-1-piperazinyl)-naphthalene), [OH-].[Na+] (NaOH). RXN SMILES: C([NH:9][C:10]([NH:12][C:13]1[CH:22]=[C:21]2[C:16]([CH:17]=[CH:18][CH:19]=[C:20]2[N:23]2[CH2:28][CH2:27][N:26]([CH3:29])[CH2:25][CH2:24]2)=[CH:15][CH:14]=1)=[S:11])(=O)C1C=CC=CC=1.[OH-].[Na+]>C(O)C.O>[NH2:9][C:10]([NH:12][C:13]1[CH:22]=[C:21]2[C:16]([CH:17]=[CH:18][CH:19]=[C:20]2[N:23]2[CH2:24][CH2:25][N:26]([CH3:29])[CH2:27][CH2:28]2)=[CH:15][CH:14]=1)=[S:11] |f:1.2|. Yields the product NC(=S)NC1=CC=C2C=CC=C(C2=C1)N1CCN(CC1)C (7-(Aminothiocarbonylamino)-1-(4-methyl-1-piperazinyl)-naphthalene). The solvent is O (water), C(C)O (ethanol). The reactants are CCOC(C)=O, CC(NC(=O)Cc1cccc([N+](=O)[O-])c1)C(=O)O, COC(=O)C(N)Cc1cccc(O)c1. Yields the product COC(=O)C(Cc1cccc(O)c1)NC(=O)C(C)NC(=O)Cc1cccc([N+](=O)[O-])c1. Reaction SMILES: [CH3:33][CH2:34][O:35][C:36]([CH3:37])=[O:38].[N+:1](=[O:2])([O-:3])[c:4]1[cH:5][c:6]([CH2:10][C:11](=[O:12])[NH:13][CH:14]([CH3:15])[C:16](=[O:17])[OH:18])[cH:7][cH:8][cH:9]1.[NH2:19][CH:20]([C:21](=[O:22])[O:23][CH3:24])[CH2:25][c:26]1[cH:27][c:28]([OH:32])[cH:29][cH:30][cH:31]1>>[N+:1](=[O:2])([O-:3])[c:4]1[cH:5][c:6]([CH2:10][C:11](=[O:12])[NH:13][CH:14]([CH3:15])[C:16](=[O:18])[NH:19][CH:20]([C:21](=[O:22])[O:23][CH3:24])[CH2:25][c:26]2[cH:27][c:28]([OH:32])[cH:29][cH:30][cH:31]2)[cH:7][cH:8][cH:9]1.